From a dataset of the Open Reaction Database (ORD), a public repository of structured organic reaction records. describe an organic reaction: reactants, conditions, products, and yield The reactants are N1CCOCC1 (Morpholine), C(C)(C)N(C(C)C)CC (N,N-diisopropylethylamine), ClC=1C2=C(N=CN1)N(C(=C2I)C=O)COCC[Si](C)(C)C (4-chloro-5-iodo-7-{[2-(trimethylsilyl)ethoxy]methyl}-7H-pyrrolo[2,3-d]pyrimidine-6-carbaldehyde). Solvent: C(C)#N (acetonitrile). Yields the product IC1=C(N(C=2N=CN=C(C21)N2CCOCC2)COCC[Si](C)(C)C)C=O (5-iodo-4-(morpholin-4-yl)-7-{[2-(trimethylsilyl)ethoxy]methyl}-7H-pyrrolo[2,3-d]pyrimidine-6-carbaldehyde). As a reaction SMILES: [NH:1]1[CH2:6][CH2:5][O:4][CH2:3][CH2:2]1.C(N(CC)C(C)C)(C)C.Cl[C:17]1[C:18]2[C:25]([I:26])=[C:24]([CH:27]=[O:28])[N:23]([CH2:29][O:30][CH2:31][CH2:32][Si:33]([CH3:36])([CH3:35])[CH3:34])[C:19]=2[N:20]=[CH:21][N:22]=1>C(#N)C>[I:26][C:25]1[C:18]2[C:17]([N:1]3[CH2:6][CH2:5][O:4][CH2:3][CH2:2]3)=[N:22][CH:21]=[N:20][C:19]=2[N:23]([CH2:29][O:30][CH2:31][CH2:32][Si:33]([CH3:34])([CH3:35])[CH3:36])[C:24]=1[CH:27]=[O:28]. Procedure details: Morpholine (1.09 g, 12.5 mmol) and N,N-diisopropylethylamine (2.94 g, 22.7 mmol) were added to a solution of 4-chloro-5-iodo-7-{[2-(trimethylsilyl)ethoxy]methyl}-7H-pyrrolo[2,3-d]pyrimidine-6-carbaldehyde (C28) (5.0 g, 11 mmol) in acetonitrile (20 mL). The reaction mixture was stirred at reflux for 16 hours, whereupon it was cooled and concentrated in vacuo; the residue was purified by chromatography on silica gel (Gradient: 0% to 20% ethyl acetate in petroleum ether) to provide the product as a... The reactants are [Al+3], COC(=O)c1cc(Cl)c(NC(C)=O)cc1OC, CC(C)[O-], CC(C)[O-], CC(C)[O-], CO, NC1CCN(CC2CCCCC2)CC1, Cc1ccccc1C. Yields the product COc1cc(NC(C)=O)c(Cl)cc1C(=O)NC1CCN(CC2CCCCC2)CC1. Reaction SMILES: [Al+3:44].[CH3:1][O:2][c:3]1[c:4]([C:5]([O:7][CH3:6])=[O:8])[cH:9][c:10]([Cl:17])[c:11]([NH:13][C:14]([CH3:15])=[O:16])[cH:12]1.[CH3:40][CH:41]([CH3:42])[O-:43].[CH3:45][CH:46]([CH3:47])[O-:48].[CH3:49][CH:50]([CH3:51])[O-:52].[CH3:53][OH:54].[CH:26]1([CH2:32][N:33]2[CH2:34][CH2:35][CH:36]([NH2:39])[CH2:37][CH2:38]2)[CH2:27][CH2:28][CH2:29][CH2:30][CH2:31]1.[c:18]1([CH3:19])[c:20]([CH3:21])[cH:22][cH:23][cH:24][cH:25]1>>[CH3:1][O:2][c:3]1[c:4]([C:5](=[O:7])[NH:39][CH:36]2[CH2:35][CH2:34][N:33]([CH2:32][CH:26]3[CH2:27][CH2:28][CH2:29][CH2:30][CH2:31]3)[CH2:38][CH2:37]2)[cH:9][c:10]([Cl:17])[c:11]([NH:13][C:14]([CH3:15])=[O:16])[cH:12]1. The reactants are ClC1=C(C=C(C=N1)O)F (6-chloro-5-fluoropyridin-3-ol), C(C)(C)(C)[Si](C1=CC=CC=C1)(C1=CC=CC=C1)Cl (tert-butyl (chloro)diphenylsilane), N1C=NC=C1 (1H-imidazole), CN(C)C=O (DMF). Run in O (water). Conditions: time 8 hour. Product: [Si](C1=CC=CC=C1)(C1=CC=CC=C1)(C(C)(C)C)OC=1C=C(C(=NC1)Cl)F (5-((tert-butyl(diphenyl)silyl)oxy)-2-chloro-3-fluoropyridine). RXN SMILES: [Cl:1][C:2]1[N:7]=[CH:6][C:5]([OH:8])=[CH:4][C:3]=1[F:9].[C:10]([Si:14](Cl)([C:21]1[CH:26]=[CH:25][CH:24]=[CH:23][CH:22]=1)[C:15]1[CH:20]=[CH:19][CH:18]=[CH:17][CH:16]=1)([CH3:13])([CH3:12])[CH3:11].N1C=CN=C1.CN(C=O)C>O>[Si:14]([O:8][C:5]1[CH:4]=[C:3]([F:9])[C:2]([Cl:1])=[N:7][CH:6]=1)([C:10]([CH3:13])([CH3:12])[CH3:11])([C:21]1[CH:22]=[CH:23][CH:24]=[CH:25][CH:26]=1)[C:15]1[CH:20]=[CH:19][CH:18]=[CH:17][CH:16]=1. Procedure: A mixture of 6-chloro-5-fluoropyridin-3-ol (13.1 g), tert-butyl (chloro)diphenylsilane (27.7 mL), 1H-imidazole (7.25 g) and DMF (100 mL) was stirred at room temperature overnight. To the reaction mixture was added water, and the mixture was extracted with ethyl acetate. The combined organic layer were washed with saturated brine, and dried over anhydrous magnesium sulfate, and the solvent was evaporated under reduced pressure. The residue was purified by silica gel column chromatography (hexane/... Starting materials: CC(=O)[O-].[Na+] (NaOAc), BrC1=CC2=C(C=C1)C=1C(=NC=C(C1S2)C#N)NCC2=CC=C(C=C2)OC (7-Bromo-1-[(4-methoxybenzyl)amino][1]benzothieno[3,2-c]pyridine-4-carbonitrile), [C]=O (carbon monoxide), CN(C)C=O (DMF). The reagents and catalysts are CC(=O)[O-].CC(=O)[O-].[Pd+2] (Pd(OAc)2), C=1C=CC(=CC1)[P](C=2C=CC=CC2)(C=3C=CC=CC3)[Pd]([P](C=4C=CC=CC4)(C=5C=CC=CC5)C=6C=CC=CC6)([P](C=7C=CC=CC7)(C=8C=CC=CC8)C=9C=CC=CC9)[P](C=1C=CC=CC1)(C=1C=CC=CC1)C=1C=CC=CC1 (Pd(Ph3P)4). Run in CO (MeOH), CCOC(=O)C (EtOAc), O (H2O). Product: C(#N)C=1C2=C(C(=NC1)NCC1=CC=C(C=C1)OC)C1=C(S2)C=C(C=C1)C(=O)OC (Methyl 4-cyano-1-[(4-methoxybenzyl)amino][1]benzothieno[3,2-c]pyridine-7-carboxylate). As a reaction SMILES: [CH3:1][C:2]([O-:4])=[O:3].[Na+].BrC1[CH:12]=[CH:11][C:10]2[C:13]3[C:14]([NH:22][CH2:23][C:24]4[CH:29]=[CH:28][C:27]([O:30][CH3:31])=[CH:26][CH:25]=4)=[N:15][CH:16]=[C:17]([C:20]#[N:21])[C:18]=3[S:19][C:9]=2[CH:8]=1.[CH3:32]N(C=O)C.[C]=O>CCOC(C)=O.O.CC([O-])=O.CC([O-])=O.[Pd+2].C1C=CC([P]([Pd]([P](C2C=CC=CC=2)(C2C=CC=CC=2)C2C=CC=CC=2)([P](C2C=CC=CC=2)(C2C=CC=CC=2)C2C=CC=CC=2)[P](C2C=CC=CC=2)(C2C=CC=CC=2)C2C=CC=CC=2)(C2C=CC=CC=2)C2C=CC=CC=2)=CC=1.CO>[C:20]([C:17]1[C:18]2[S:19][C:9]3[CH:8]=[C:1]([C:2]([O:4][CH3:32])=[O:3])[CH:12]=[CH:11][C:10]=3[C:13]=2[C:14]([NH:22][CH2:23][C:24]2[CH:25]=[CH:26][C:27]([O:30][CH3:31])=[CH:28][CH:29]=2)=[N:15][CH:16]=1)#[N:21] |f:0.1,7.8.9,^3:36,^1:58,60,79,98|. Reported procedure: A suspension of Pd(OAc)2 (0.26 equiv), Pd(Ph3P)4 (0.30 equiv), NaOAc (1.7 equiv) and 7-bromo-1-[(4-methoxybenzyl)amino][1]benzothieno[3,2-c]pyridine-4-carbonitrile (Example 12, Step 9) in a 1:1 (v/v) mixture of DMF and MeOH (1 M) was stirred at 110° C. under 160 psig of carbon monoxide in a sealed bomb for 18 h. The reaction media was poured in EtOAc and diluted with H2O. The phases were separated and the organic layer washed with brine, dried over magnesium sulfate and concentrated under reduce... Reactants: FC1=C(C=CC(=C1)OC=1C=NC(=CC1)[N+](=O)[O-])NC(OCC1=CC=CC=C1)=O (benzyl {2-fluoro-4-[(6-nitropyridin-3-yl)oxy]phenyl}carbamate), O (water), reduced iron, [Cl-].[Ca+2].[Cl-] (calcium chloride). Solvent: C(C)O (ethanol). The product is NC1=CC=C(C=N1)OC1=CC(=C(C=C1)NC(OCC1=CC=CC=C1)=O)F (benzyl {4-[(6-aminopyridin-3-yl)oxy]-2-fluorophenyl}carbamate). Yield: 76.5%. RXN SMILES: [F:1][C:2]1[CH:7]=[C:6]([O:8][C:9]2[CH:10]=[N:11][C:12]([N+:15]([O-])=O)=[CH:13][CH:14]=2)[CH:5]=[CH:4][C:3]=1[NH:18][C:19](=[O:28])[O:20][CH2:21][C:22]1[CH:27]=[CH:26][CH:25]=[CH:24][CH:23]=1.O.[Cl-].[Ca+2].[Cl-]>C(O)C>[NH2:15][C:12]1[N:11]=[CH:10][C:9]([O:8][C:6]2[CH:5]=[CH:4][C:3]([NH:18][C:19](=[O:28])[O:20][CH2:21][C:22]3[CH:27]=[CH:26][CH:25]=[CH:24][CH:23]=3)=[C:2]([F:1])[CH:7]=2)=[CH:14][CH:13]=1 |f:2.3.4|. Reported procedure: To a solution of benzyl {2-fluoro-4-[(6-nitropyridin-3-yl)oxy]phenyl}carbamate (40 g, 104.3 mmol) in ethanol (1020 mL)/water (180 mL) were added reduced iron (29.1 g, 521.7 mmol) and calcium chloride (5.8 g, 52.2 mmol), and the mixture was heated under reflux for 8 hr. The reaction mixture was cooled to room temperature, filtered through celite, and washed with ethanol. The solvent was evaporated under reduced pressure, water (200 mL) was added to the residue, and the mixture was extracted with ... Starting materials: C(C)(C)(C)C1=NNC(=C1)CCC1=CC=CC=C1 (3-tert-butyl-5-(2-phenylethyl)-1H-pyrazole), [H-].[Na+] (sodium hydride), Cl (hydrochloric acid), ClCC1=CC=C(COC2=CC(=C(C=C2)CCC(=O)OCC)F)C=C1 (Ethyl 3-(4-{[4-(chloromethyl)benzyl]oxy}-2-fluorophenyl)propanoate). The solvent is CN(C=O)C (N,N-dimethylformamide). Reaction conditions: time 30 minute. Product: C(C)(C)(C)C1=NN(C(=C1)CCC1=CC=CC=C1)CC1=CC=C(COC2=CC(=C(C=C2)CCC(=O)OCC)F)C=C1 (ethyl 3-{4-[(4-{[3-tert-butyl-5-(2-phenylethyl)-1H-pyrazol-1-yl]methyl}benzyl)oxy]-2-fluorophenyl}propanoate). RXN SMILES: [C:1]([C:5]1[CH:9]=[C:8]([CH2:10][CH2:11][C:12]2[CH:17]=[CH:16][CH:15]=[CH:14][CH:13]=2)[NH:7][N:6]=1)([CH3:4])([CH3:3])[CH3:2].[H-].[Na+].Cl[CH2:21][C:22]1[CH:43]=[CH:42][C:25]([CH2:26][O:27][C:28]2[CH:33]=[CH:32][C:31]([CH2:34][CH2:35][C:36]([O:38][CH2:39][CH3:40])=[O:37])=[C:30]([F:41])[CH:29]=2)=[CH:24][CH:23]=1.Cl>CN(C)C=O>[C:1]([C:5]1[CH:9]=[C:8]([CH2:10][CH2:11][C:12]2[CH:13]=[CH:14][CH:15]=[CH:16][CH:17]=2)[N:7]([CH2:21][C:22]2[CH:23]=[CH:24][C:25]([CH2:26][O:27][C:28]3[CH:33]=[CH:32][C:31]([CH2:34][CH2:35][C:36]([O:38][CH2:39][CH3:40])=[O:37])=[C:30]([F:41])[CH:29]=3)=[CH:42][CH:43]=2)[N:6]=1)([CH3:4])([CH3:2])[CH3:3] |f:1.2|. Procedure details: To a solution of 3-tert-butyl-5-(2-phenylethyl)-1H-pyrazole (250 mg, 1.1 mmol) in N,N-dimethylformamide (5 mL) was added sodium hydride (60% in oil, 40 mg, 1.0 mmol) at 0° C., and the mixture was allowed to warm to room temperature and stirred for 30 min. Ethyl 3-(4-{[4-(chloromethyl)benzyl]oxy}-2-fluorophenyl)propanoate (350 mg, 1.0 mmol) was added to the reaction mixture, and the mixture was stirred at room temperature for 1 hr. The reaction mixture was poured into 1 N hydrochloric acid, and t...